From a dataset of the Open Reaction Database (ORD), a public repository of structured organic reaction records. describe an organic reaction: reactants, conditions, products, and yield The reactants are Cl.N1C=NCC(C1)C(=O)O (1,4,5,6-Tetrahydropyrimidine-5-carboxylic acid hydrochloride), CC(C)O (2-propanol), S(=O)(Cl)Cl (thionyl chloride), C (charcoal). Run at time 8 hour. Product: Cl.N1C=NCC(C1)C(=O)OC(C)C (Isopropyl 1,4,5,6-Tetrahydropyrimidine-5-carboxylate Hydrochloride). Yield: 84.0%. As a reaction SMILES: Cl.[NH:2]1[CH2:7][CH:6]([C:8]([OH:10])=[O:9])[CH2:5][N:4]=[CH:3]1.S(Cl)([Cl:13])=O.C.[CH3:16][CH:17](O)[CH3:18]>>[ClH:13].[NH:4]1[CH2:5][CH:6]([C:8]([O:10][CH:17]([CH3:18])[CH3:16])=[O:9])[CH2:7][N:2]=[CH:3]1 |f:0.1,5.6|. Reported procedure: 1,4,5,6-Tetrahydropyrimidine-5-carboxylic acid hydrochloride (1.0 g, 6.08 mmol) was suspended in 2-propanol (50 ml) and thionyl chloride (0.76 g, 6.39 mmol) was added dropwise. The resulting mixture was refluxed 24h. The pink solution was treated with charcoal and then reduced in volume to 15 ml by evaporating unreacted alcohol. By allowing the solution to stand overnight, white crystals (1.08 g, 84%) were obtained in three crops, mp 170° C. 300 MHz nmr confirmed product. Microanalysis calc.: C ... Starting materials: [OH-].[Na+] (NaOH), P(=O)(Cl)(Cl)Cl (Phosphoryl chloride), NNC(=S)N (thiosemicarbazide), COCC(=O)O (methoxyacetic acid). Run in petroleum ether. Product: NC1=NN=C(S1)COC (5-amino-2-methoxymethyl-(1,3,4)-thiadiazole). Yield: 69.8%. RXN SMILES: P(Cl)(Cl)(Cl)=O.[NH2:6][NH:7][C:8]([NH2:10])=[S:9].[CH3:11][O:12][CH2:13][C:14](O)=O.[OH-].[Na+]>>[NH2:10][C:8]1[S:9][C:14]([CH2:13][O:12][CH3:11])=[N:6][N:7]=1 |f:3.4|. Procedure details: Phosphoryl chloride (87 ml) was added dropwise to a vigorously stirred mixture of thiosemicarbazide (100 g), methoxyacetic acid (100 g) and petroleum ether b.p. 80°-100° (200 ml) maintained at 60°-70°. The temperature of the mixture was slowly raised to 95° and was kept at this temperature until the evolution of gas ceased. The solvent was evaporated and the residual syrup was dissolved in water (200 ml) to give a yellow solution which was adjusted to pH 7 by the addition of 10N NaOH. The mixtur... Starting materials: COC(=O)c1ccc(C(C)NC(=O)c2cccc3c2N(C(=O)OC(C)(C)C)CC3)cc1, ClCCl, O=C(O)C(F)(F)F. Yields the product COC(=O)c1ccc(C(C)NC(=O)c2cccc3c2NCC3)cc1. As a reaction SMILES: [CH3:1][O:2][C:3](=[O:4])[c:5]1[cH:6][cH:7][c:8]([CH:11]([CH3:12])[NH:13][C:14](=[O:15])[c:16]2[cH:17][cH:18][cH:19][c:20]3[c:24]2[N:23]([C:25]([O:26][C:27]([CH3:28])([CH3:29])[CH3:30])=[O:31])[CH2:22][CH2:21]3)[cH:9][cH:10]1.[Cl:39][CH2:40][Cl:41].[F:32][C:33]([F:34])([F:35])[C:36]([OH:37])=[O:38]>>[CH3:1][O:2][C:3](=[O:4])[c:5]1[cH:6][cH:7][c:8]([CH:11]([CH3:12])[NH:13][C:14](=[O:15])[c:16]2[cH:17][cH:18][cH:19][c:20]3[c:24]2[NH:23][CH2:22][CH2:21]3)[cH:9][cH:10]1.